This data is from the Open Reaction Database (ORD), a public repository of structured organic reaction records. The task is: describe an organic reaction: reactants, conditions, products, and yield The reactants are ClC1=C(OC=2C=CC(=C(C(=O)Cl)C2)[N+](=O)[O-])C=CC(=C1)C(F)(F)F (5-(o-chloro-p-trifluoromethyl-phenoxy)-2-nitrobenzoyl chloride), [K].CS(=O)(=N)C (dimethyl sulphoximine potassium salt). Solvent: COCCOC (1,2-dimethoxyethane), COCCOC (1,2-dimethoxyethane). Reaction conditions: time 24 hour. Yields the product ClC1=C(OC=2C=CC(=C(C(=O)N=S(=O)(C)C)C2)[N+](=O)[O-])C=CC(=C1)C(F)(F)F (N-[5-(o-chloro-p-trifluoromethyl-phenoxy)-2-nitrobenzoyl]-S,S-dimethyl-sulphoximine). RXN SMILES: [Cl:1][C:2]1[CH:20]=[C:19]([C:21]([F:24])([F:23])[F:22])[CH:18]=[CH:17][C:3]=1[O:4][C:5]1[CH:6]=[CH:7][C:8]([N+:14]([O-:16])=[O:15])=[C:9]([CH:13]=1)[C:10](Cl)=[O:11].[K].[CH3:26][S:27]([CH3:30])(=[NH:29])=[O:28]>COCCOC>[Cl:1][C:2]1[CH:20]=[C:19]([C:21]([F:24])([F:23])[F:22])[CH:18]=[CH:17][C:3]=1[O:4][C:5]1[CH:6]=[CH:7][C:8]([N+:14]([O-:16])=[O:15])=[C:9]([CH:13]=1)[C:10]([N:29]=[S:27]([CH3:30])([CH3:26])=[O:28])=[O:11] |f:1.2,^1:24|. Procedure details: A solution of 38.01 g of 5-(o-chloro-p-trifluoromethyl-phenoxy)-2-nitrobenzoyl chloride in 125 ml of absolute 1,2-dimethoxyethane is added dropwise at 10°-15° C. while stirring during 30 minutes to a suspension of the dimethyl sulphoximine potassium salt in 250 ml of absolute 1,2-dimethoxyethane. The mixture is stirred at room temperature for 24 hours and subsequently evaporated to dryness under reduced pressure. The resinous residue is dissolved in 1.25 l of diethyl ether, the solution is filte... Yields the product NC1=C(C(=NN1)NCC1=CC=C(C=C1)N)C#N (5-Amino-3-(4-amino-benzylamino)-4-cyano-pyrazole). The reactants are NC1=CC=C(CNC(=C(C#N)C#N)SC)C=C1 (3-(4-amino-benzylamino)-2-cyano-3-methylmercapto-acrylonitrile), O.NN (hydrazine hydrate). Reaction conditions: temperature 20 celsius, time 1 hour. RXN SMILES: [NH2:1][C:2]1[CH:17]=[CH:16][C:5]([CH2:6][NH:7][C:8](SC)=[C:9]([C:12]#[N:13])[C:10]#[N:11])=[CH:4][CH:3]=1.O.[NH2:19][NH2:20]>CO>[NH2:11][C:10]1[NH:20][N:19]=[C:8]([NH:7][CH2:6][C:5]2[CH:16]=[CH:17][C:2]([NH2:1])=[CH:3][CH:4]=2)[C:9]=1[C:12]#[N:13] |f:1.2|. The solvent is CO (methanol). Reported procedure: A mixture of 15.71 g (64.3 mmol) of 3-(4-amino-benzylamino)-2-cyano-3-methylmercapto-acrylonitrile, 3.35 ml (67.5 mmol) of hydrazine hydrate and 90 ml of methanol is stirred for 1 hour at 20° C., heated under reflux for 4 hours and then concentrated by evaporation in vacuo. Digestion of the crystalline residue in 70 ml of diisopropyl ether, filtering and digestion again in 100 ml of isopropanol yield the title compound; m.p. 168-170° C. The reactants are [BH4-], CC(=O)N1CCC(=O)CC1, CC(C)O, [Na+]. As a reaction SMILES: [BH4-:1].[C:3]([CH3:4])(=[O:5])[N:6]1[CH2:7][CH2:8][C:9](=[O:12])[CH2:10][CH2:11]1.[CH:13]([OH:14])([CH3:15])[CH3:16].[Na+:2]>>[C:3]([CH3:4])(=[O:5])[N:6]1[CH2:7][CH2:8][CH:9]([OH:12])[CH2:10][CH2:11]1. Yields the product CC(=O)N1CCC(O)CC1.